This data is from the Open Reaction Database (ORD), a public repository of structured organic reaction records. The task is: describe an organic reaction: reactants, conditions, products, and yield The reactants are CCOC(C)=O, CCN(C(C)C)C(C)C, Cl, [I-], Nc1c(C(=O)c2ccc(F)cc2F)ccc(=O)n1-c1c(F)cc(OCCCCCCl)cc1F, CC(C)CC(N)C(=O)OC(C)(C)C, [Na+], CN(C)C=O. The product is CC(C)CC(NCCCCCOc1cc(F)c(-n2c(N)c(C(=O)c3ccc(F)cc3F)ccc2=O)c(F)c1)C(=O)OC(C)(C)C. Reaction SMILES: [CH3:64][CH2:65][O:66][C:67]([CH3:68])=[O:69].[CH:50]([N:51]([CH2:52][CH3:53])[CH:54]([CH3:55])[CH3:56])([CH3:57])[CH3:58].[ClH:34].[I-:49].[NH2:1][c:2]1[c:3]([C:24]([c:25]2[c:26]([F:32])[cH:27][c:28]([F:31])[cH:29][cH:30]2)=[O:33])[cH:4][cH:5][c:6](=[O:23])[n:7]1-[c:8]1[c:9]([F:22])[cH:10][c:11]([O:15][CH2:16][CH2:17][CH2:18][CH2:19][CH2:20][Cl:21])[cH:12][c:13]1[F:14].[NH2:35][CH:36]([CH2:37][CH:38]([CH3:39])[CH3:40])[C:41](=[O:42])[O:43][C:44]([CH3:45])([CH3:46])[CH3:47].[Na+:48].[O:59]=[CH:60][N:61]([CH3:62])[CH3:63]>>[NH2:1][c:2]1[c:3]([C:24]([c:25]2[c:26]([F:32])[cH:27][c:28]([F:31])[cH:29][cH:30]2)=[O:33])[cH:4][cH:5][c:6](=[O:23])[n:7]1-[c:8]1[c:9]([F:22])[cH:10][c:11]([O:15][CH2:16][CH2:17][CH2:18][CH2:19][CH2:20][NH:35][CH:36]([CH2:37][CH:38]([CH3:39])[CH3:40])[C:41](=[O:42])[O:43][C:44]([CH3:45])([CH3:46])[CH3:47])[cH:12][c:13]1[F:14].